From a dataset of the Open Reaction Database (ORD), a public repository of structured organic reaction records. describe an organic reaction: reactants, conditions, products, and yield The reactants are Cl (hydrochloric acid), NC1=C(C=CC(=C1)Cl)O (amino-4-chlorophenol), C(C)OC(CCCCCCC(=O)O)=O (8-ethoxy-8-oxo-octanoic acid), aqueous solution, [OH-].[Na+] (sodium hydroxide). Reagents/catalysts: B(O)(O)O (boric acid), NC1=NC=C(C=C1)C (2-amino-5-picoline). The solvent is C(C)(=O)OCC (ethyl acetate), O (water), O (water), C1(=CC=CC=C1)C (toluene). Conditions: temperature 85 celsius. Product: ClC=1C=CC(=C(NC(CCCCCCC(=O)O)=O)C1)O (8-(5-chloro-2-hydroxyanilino)-8-oxooctanoic acid). Isolated yield 60.0%. As a reaction SMILES: [NH2:1][C:2]1[CH:7]=[C:6]([Cl:8])[CH:5]=[CH:4][C:3]=1[OH:9].C([O:12][C:13](=[O:23])[CH2:14][CH2:15][CH2:16][CH2:17][CH2:18][CH2:19][C:20](O)=[O:21])C.[OH-].[Na+].Cl>C1(C)C=CC=CC=1.C(OCC)(=O)C.O.B(O)(O)O.NC1C=CC(C)=CN=1>[Cl:8][C:6]1[CH:5]=[CH:4][C:3]([OH:9])=[C:2]([CH:7]=1)[NH:1][C:20](=[O:21])[CH2:19][CH2:18][CH2:17][CH2:16][CH2:15][CH2:14][C:13]([OH:23])=[O:12] |f:2.3|. Procedure: 8-(5-chloro-2-hydroxyanilino)-8-oxooctanoic acid was prepared as follows. A suspension of 2 amino-4-chlorophenol (17.88 g, 124.5 mmol), 8-ethoxy-8-oxo-octanoic acid (25.19 g, 124.5 mmol), boric acid (0.385 g, 6.23 mmol), and 2-amino-5-picoline (0.675 g, 6.23 mmol) in 160 mL of dried toluene was heated at reflux (110° C.) under nitrogen for 4 hours during which water (2.5 mL) produced in the reaction was removed by azeotropic distillation in a Dean-Stark separation unit. Thin layer chromatography... Reactants: COc1cc(OCCN2CCOCC2)ccc1[N+](=O)[O-], CCO. Product: COc1cc(OCCN2CCOCC2)ccc1N. As a reaction SMILES: [CH3:1][O:2][c:3]1[cH:4][c:5]([O:6][CH2:7][CH2:8][N:9]2[CH2:10][CH2:11][O:12][CH2:13][CH2:14]2)[cH:15][cH:16][c:17]1[N+:18]([O-:19])=[O:20].[CH3:21][CH2:22][OH:23]>>[CH3:1][O:2][c:3]1[cH:4][c:5]([O:6][CH2:7][CH2:8][N:9]2[CH2:10][CH2:11][O:12][CH2:13][CH2:14]2)[cH:15][cH:16][c:17]1[NH2:18]. Reactants: C(C)(C)(C)C1=CC=C(C=C1)S(=O)(=O)C=1C(=NN2C1N=C(C=C2Cl)C)SC (3-(4-tert-butyl-benzenesulphonyl)-7-chloro-5-methyl-2-methylsulphanyl-pyrazolo[1,5-a]pyrimidine), N (NH3). Solvent: CO (MeOH). The product is C(C)(C)(C)C1=CC=C(C=C1)S(=O)(=O)C=1C(=NN2C1N=C(C=C2N)C)SC (3-(4-tert-butyl-benzenesulphonyl)-5-methyl-2-methylsulphanyl-pyrazolo[1,5-a]pyrimidin-7-ylamine). Reaction SMILES: [C:1]([C:5]1[CH:10]=[CH:9][C:8]([S:11]([C:14]2[C:15]([S:25][CH3:26])=[N:16][N:17]3[C:22](Cl)=[CH:21][C:20]([CH3:24])=[N:19][C:18]=23)(=[O:13])=[O:12])=[CH:7][CH:6]=1)([CH3:4])([CH3:3])[CH3:2].[NH3:27]>CO>[C:1]([C:5]1[CH:10]=[CH:9][C:8]([S:11]([C:14]2[C:15]([S:25][CH3:26])=[N:16][N:17]3[C:22]([NH2:27])=[CH:21][C:20]([CH3:24])=[N:19][C:18]=23)(=[O:13])=[O:12])=[CH:7][CH:6]=1)([CH3:4])([CH3:3])[CH3:2]. Reported procedure: In an analogous manner to that described in Example 4, from 3-(4-tert-butyl-benzenesulphonyl)-7-chloro-5-methyl-2-methylsulphanyl-pyrazolo[1,5-a]pyrimidine and NH3 in MeOH there was obtained 3-(4-tert-butyl-benzenesulphonyl)-5-methyl-2-methylsulphanyl-pyrazolo[1,5-a]pyrimidin-7-ylamine as colorless crystals, m.p. >230°. The reactants are NC=1SC(=CN1)Br (2-amino-5-bromothiazole), NC=1SC(=CN1)Br (2-amino-5-bromothiazole), N1N=CC=C1 (pyrazole), C([O-])([O-])=O.[Cs+].[Cs+] (cesium carbonate), ice. The solvent is CN(C)C=O (DMF). Reaction conditions: time 1 hour. Product: N1(N=CC=C1)C1C=NC(S1)N (5-pyrazol-1-yl-5H-thiazol-2-amine). The yield is 8.1%. Reaction SMILES: [NH2:1][C:2]1[S:3][C:4](Br)=[CH:5][N:6]=1.[NH:8]1[CH:12]=[CH:11][CH:10]=[N:9]1.C(=O)([O-])[O-].[Cs+].[Cs+]>CN(C=O)C>[N:8]1([CH:4]2[S:3][CH:2]([NH2:1])[N:6]=[CH:5]2)[CH:12]=[CH:11][CH:10]=[N:9]1 |f:2.3.4|. Procedure details: A solution of 2-amino-5-bromothiazole (2.6 g, 14.68 mmol), pyrazole (1 g, 14.68 mmol) and cesium carbonate (11.92 g, 36.7 mmol) in DMF (29 mL) was heated at 55° C. for 1 hr under argon argon atmosphere. After 1 hr, 2-amino-5-bromothiazole (2.6 g, 14.68 mmol) was added and continued for next 1 hr. Reaction mixture was cooled to rt and poured over ice cold water (200 mL), extracted with ethylacetate (4×100 mL), washed with brine solution, dried over anhydrous sodium sulfate, filtered and concentra... The reactants are CN(C)C=O, Cc1c(SCCCCCl)ccnc1CCl, ClCCl, Cl, [H-], Cc1nc(C)c(Cl)c(N)n1, [Na+], [Na+], O=C([O-])O. The product is Cc1nc(C)c(Cl)c(NCc2nccc(SCCCCCl)c2C)n1. As a reaction SMILES: [CH3:34][N:35]([CH3:36])[CH:37]=[O:38].[Cl:14][CH2:15][CH2:16][CH2:17][CH2:18][S:19][c:20]1[c:21]([CH3:28])[c:22]([CH2:26][Cl:27])[n:23][cH:24][cH:25]1.[Cl:39][CH2:40][Cl:41].[ClH:13].[H-:1].[NH2:3][c:4]1[n:5][c:6]([CH3:12])[n:7][c:8]([CH3:11])[c:9]1[Cl:10].[Na+:29].[Na+:2].[OH:30][C:31](=[O:32])[O-:33]>>[NH:3]([c:4]1[n:5][c:6]([CH3:12])[n:7][c:8]([CH3:11])[c:9]1[Cl:10])[CH2:26][c:22]1[c:21]([CH3:28])[c:20]([S:19][CH2:18][CH2:17][CH2:16][CH2:15][Cl:14])[cH:25][cH:24][n:23]1. Reactants: N12C[C@H](C(CC1)CC2)OC(NC2(CC2)C2=CC=C(C=C2)B2OC(C(O2)(C)C)(C)C)=O ((S)-quinuclidin-3-yl(1-(4-(4,4,5,5-tetramethyl-1,3,2-dioxa-borolan-2-yl)phenyl)cyclopropyl)carbamate), BrC1=NC=C(C=C1)F (2-bromo-5-fluoropyridine), [PdCl2(pddf)]CH2Cl2. The product is FC=1C=CC(=NC1)C1=CC=C(C=C1)C1(CC1)NC(O[C@@H]1CN2CCC1CC2)=O ((S)-quinuclidin-3-yl 1-(4-(5-fluoropyridin-2-yl)phenyl)cyclopropylcarbamate). The yield is 34.0%. As a reaction SMILES: [N:1]12[CH2:8][CH2:7][CH:4]([CH2:5][CH2:6]1)[C@H:3]([O:9][C:10](=[O:30])[NH:11][C:12]1([C:15]3[CH:20]=[CH:19][C:18](B4OC(C)(C)C(C)(C)O4)=[CH:17][CH:16]=3)[CH2:14][CH2:13]1)[CH2:2]2.Br[C:32]1[CH:37]=[CH:36][C:35]([F:38])=[CH:34][N:33]=1>>[F:38][C:35]1[CH:36]=[CH:37][C:32]([C:18]2[CH:19]=[CH:20][C:15]([C:12]3([NH:11][C:10](=[O:30])[O:9][C@H:3]4[CH:4]5[CH2:7][CH2:8][N:1]([CH2:6][CH2:5]5)[CH2:2]4)[CH2:14][CH2:13]3)=[CH:16][CH:17]=2)=[N:33][CH:34]=1. Procedure: Using general procedure E, (S)-quinuclidin-3-yl(1-(4-(4,4,5,5-tetramethyl-1,3,2-dioxa-borolan-2-yl)phenyl)cyclopropyl)carbamate, 2-bromo-5-fluoropyridine and [PdCl2(pddf)]CH2Cl2 gave the title compound as a white solid (34%). 1H NMR (500 MHz, CDCl3) δ 8.51-8.52 (d, J=3.5 Hz, 1H), 7.87-7.85 (d, J=10.5 Hz, 2H), 7.69-7.67 (m, 1H), 7.47-7.42 (m, 1H), 7.32-7.27 (m, 2H), 5.79-5.66 (d, 1H), 4.73-4.71 (t, J=5.0 Hz, 1H), 3.22-3.19 (m, 1H), 2.87-2.61 (m, 5H), 2.01-1.22 (m, 9H) ppm. 13C NMR (125 MHz, CDCl3... The reactants are C(C)OP(OCC)(=O)C\C=C\CNC1=C(C(C1=O)=O)N ([(E)-4-[(2-amino-3,4-dioxo-1-cyclobuten-1-yl)amino]-2-butenyl]phosphonic acid diethyl ester), Br[Si](C)(C)C (bromotrimethylsilane). The solvent is ClCCCl (1,2-dichloroethane). Yields the product NC1=C(C(C1=O)=O)NC/C=C/CP(O)(O)=O ([(E)-4-[(2-amino-3,4-dioxo-1-cyclobuten-1-yl)amino]-2-butenyl]phosphonic acid), hydrate. Yield: 71.0%. RXN SMILES: C([O:3][P:4]([CH2:9]/[CH:10]=[CH:11]/[CH2:12][NH:13][C:14]1[C:17](=[O:18])[C:16](=[O:19])[C:15]=1[NH2:20])(=[O:8])[O:5]CC)C.Br[Si](C)(C)C>ClCCCl>[NH2:20][C:15]1[C:16](=[O:19])[C:17](=[O:18])[C:14]=1[NH:13][CH2:12]/[CH:11]=[CH:10]/[CH2:9][P:4](=[O:3])([OH:8])[OH:5]. Procedure: A solution of [(E)-4-[(2-amino-3,4-dioxo-1-cyclobuten-1-yl)amino]-2-butenyl]phosphonic acid diethyl ester (1.0 g, 3.3 mmol) and bromotrimethylsilane (4.6 mL, 35 mmol) in anhydrous 1,2-dichloroethane (30 mL) under nitrogen was refluxed for 20 minutes and then cooled and evaporated. The residue was dissolved in water (150 mL) and washed with diethyl ether (2×75 mL). The resulting material, upon concentrating the aqueous layer, was recrystallized from methanol in ethyl acetate (final volume=100 mL)...